From a dataset of the Open Reaction Database (ORD), a public repository of structured organic reaction records. describe an organic reaction: reactants, conditions, products, and yield Reactants: O=C(O)CSc1nnc(Br)n1-c1ccc(C2CC2)c2ccccc12, C1CCOC1, CO, NO, [Na+], [OH-], O. Yields the product O=C(CSc1nnc(Br)n1-c1ccc(C2CC2)c2ccccc12)NO. RXN SMILES: [Br:1][c:2]1[n:3](-[c:12]2[cH:13][cH:14][c:15]([CH:22]3[CH2:23][CH2:24]3)[c:16]3[cH:17][cH:18][cH:19][cH:20][c:21]23)[c:4]([S:7][CH2:8][C:9](=[O:10])[OH:11])[n:5][n:6]1.[CH2:30]1[O:31][CH2:32][CH2:33][CH2:34]1.[CH3:35][OH:36].[NH2:27][OH:28].[Na+:26].[OH-:25].[OH2:29]>>[Br:1][c:2]1[n:3](-[c:12]2[cH:13][cH:14][c:15]([CH:22]3[CH2:23][CH2:24]3)[c:16]3[cH:17][cH:18][cH:19][cH:20][c:21]23)[c:4]([S:7][CH2:8][C:9](=[O:11])[NH:27][OH:25])[n:5][n:6]1. RXN SMILES: [BH3:31].[CH3:32][CH2:33][O:34][C:35](=[O:36])[CH3:37].[F:1][C:2]([CH2:3][O:4][CH2:5][c:6]1[n:7][c:8](-[c:14]2[cH:15][cH:16][c:17]([C:20]([F:21])([F:22])[F:23])[cH:18][cH:19]2)[o:9][c:10]1[C:11](=[O:12])[OH:13])([F:24])[F:25].[O:26]1[CH2:27][CH2:28][CH2:29][CH2:30]1.[O:38]1[CH2:39][CH2:40][CH2:41][CH2:42]1>>[F:1][C:2]([CH2:3][O:4][CH2:5][c:6]1[n:7][c:8](-[c:14]2[cH:15][cH:16][c:17]([C:20]([F:21])([F:22])[F:23])[cH:18][cH:19]2)[o:9][c:10]1[CH2:11][OH:12])([F:24])[F:25]. The reactants are B, CCOC(C)=O, O=C(O)c1oc(-c2ccc(C(F)(F)F)cc2)nc1COCC(F)(F)F, C1CCOC1, C1CCOC1. The product is OCc1oc(-c2ccc(C(F)(F)F)cc2)nc1COCC(F)(F)F. Starting materials: ClC1=CC=C(C=C1)\C=N\C(C(=O)OC(C)(C)C)(CC1CC1)C (tert-butyl 2-[(E)-(4-chlorophenyl)methyleneamino]-3-cyclopropyl-2-methyl-propanoate), C(CC(O)(C(=O)O)CC(=O)O)(=O)O (citric acid), C1CCOC1 (THF), O (water). Solvent: C(C)(=O)OCC (ethyl acetate). Reaction conditions: time 20 hour. Yields the product NC(C(=O)OC(C)(C)C)(CC1CC1)C (tert-butyl 2-amino-3-cyclopropyl-2-methyl-propanoate). The yield is 43.0%. Reaction SMILES: ClC1C=CC(/C=[N:9]/[C:10]([CH3:22])([CH2:18][CH:19]2[CH2:21][CH2:20]2)[C:11]([O:13][C:14]([CH3:17])([CH3:16])[CH3:15])=[O:12])=CC=1.C(O)(=O)CC(CC(O)=O)(C(O)=O)O.C1COCC1.O>C(OCC)(=O)C>[NH2:9][C:10]([CH3:22])([CH2:18][CH:19]1[CH2:21][CH2:20]1)[C:11]([O:13][C:14]([CH3:15])([CH3:16])[CH3:17])=[O:12]. Procedure details: In a 250 mL round-bottomed flask, tert-butyl 2-[(E)-(4-chlorophenyl)methyleneamino]-3-cyclopropyl-2-methyl-propanoate (example 186a, 1.7 g, 5.28 mmol) and citric acid (1.8 g, 9.37 mmol) were combined with THF (30 ml) and water (5 ml) to give a yellow solution. The reaction mixture was stirred at room temperature for 20 h. The reaction mixture was poured into 200 mL ethyl acetate and extracted with an iced 1 M aqueous solution of sodium hydroxide and brine. The aqueous layer was back-extracted wi...